describe an organic reaction: reactants, conditions, products, and yield From a dataset of the Open Reaction Database (ORD), a public repository of structured organic reaction records. Starting materials: ClC1=C2C(=NC=C1C(C1=CC=C(C=C1)Cl)=O)N(N=C2)CC (4-chloro-5-(4-chlorobenzoyl)-1-ethyl-1H-pyrazolo[3,4-b]pyridine), CC(C)=NO (Acetone oxime), CC(C)([O-])C.[K+] (potassium t-butoxide), [Cl-].[NH4+] (ammonium chloride). Solvent: C1CCOC1 (THF), CCOCC (ether), C1CCOC1 (THF). Reaction conditions: time 30 minute. Product: ClC1=CC=C(C(=O)C=2C(=C3C(=NC2)N(N=C3)CC)ON=C(C)C)C=C1 (5-(4-Chlorobenzoyl)-1-ethyl-4-isopropylidenaminooxy-1H-pyrazolo[3,4-b]pyridine). Yield: 71.1%. RXN SMILES: [CH3:1][C:2](=[N:4][OH:5])[CH3:3].CC(C)([O-])C.[K+].Cl[C:13]1[C:18]([C:19](=[O:27])[C:20]2[CH:25]=[CH:24][C:23]([Cl:26])=[CH:22][CH:21]=2)=[CH:17][N:16]=[C:15]2[N:28]([CH2:31][CH3:32])[N:29]=[CH:30][C:14]=12.[Cl-].[NH4+]>C1COCC1.CCOCC>[Cl:26][C:23]1[CH:24]=[CH:25][C:20]([C:19]([C:18]2[C:13]([O:5][N:4]=[C:2]([CH3:3])[CH3:1])=[C:14]3[CH:30]=[N:29][N:28]([CH2:31][CH3:32])[C:15]3=[N:16][CH:17]=2)=[O:27])=[CH:21][CH:22]=1 |f:1.2,4.5|. Reported procedure: Acetone oxime (1.6 g) was dissolved in 50 ml of THF and potassium t-butoxide (2.46 g) was added. After stirring 30 minutes 6.2 g of 4-chloro-5-(4-chlorobenzoyl)-1-ethyl-1H-pyrazolo[3,4-b]pyridine in 50 ml of THF was added to the solution. After 30 minutes of further stirring, the reaction mixture was distributed between ether and ammonium chloride solution. Drying and evaporation of the organic phase gave a solid which was recrystallized from ethanol to give 4.91 g of product, mp 112°-113° C. Starting materials: C(C)(C)(C)OC(CC(C(=O)N(C)OC)NS(=O)(=O)C1=C(C=C(C=C1)NC(C)=O)O)=O (3-(4-Acetylamino-2-hydroxy-benzenesulfonylamino)-N-methoxy-N-methyl-succinamic acid tert-butyl ester), CCOC(=O)/N=N/C(=O)OCC (DEAD), N1=CC=CC2=C(C=CC=C12)CCO (2-Quinolin-5-yl-ethanol), C1(=CC=CC=C1)P(C1=CC=CC=C1)C1=CC=CC=C1 (triphenyl phosphine). Solvent: C1CCOC1 (THF). Reaction conditions: temperature 0 celsius, time 8 hour. Product: C(C)(C)(C)OC(CC(C(=O)N(C)OC)NS(=O)(=O)C1=C(C=C(C=C1)NC(C)=O)OCCC1=C2C=CC=NC2=CC=C1)=O (3-[4-acetylamino-2-(2-quinolin-5-yl-ethoxy)-benzenesulfonylamino]-N-methoxy-N-methyl-succinamic acid tert-butyl ester). The yield is 83.2%. RXN SMILES: [C:1]([O:5][C:6](=[O:30])[CH2:7][CH:8]([NH:15][S:16]([C:19]1[CH:24]=[CH:23][C:22]([NH:25][C:26](=[O:28])[CH3:27])=[CH:21][C:20]=1[OH:29])(=[O:18])=[O:17])[C:9]([N:11]([O:13][CH3:14])[CH3:12])=[O:10])([CH3:4])([CH3:3])[CH3:2].[N:31]1[C:40]2[C:35](=[C:36]([CH2:41][CH2:42]O)[CH:37]=[CH:38][CH:39]=2)[CH:34]=[CH:33][CH:32]=1.C1(P(C2C=CC=CC=2)C2C=CC=CC=2)C=CC=CC=1.CCOC(/N=N/C(OCC)=O)=O>C1COCC1>[C:1]([O:5][C:6](=[O:30])[CH2:7][CH:8]([NH:15][S:16]([C:19]1[CH:24]=[CH:23][C:22]([NH:25][C:26](=[O:28])[CH3:27])=[CH:21][C:20]=1[O:29][CH2:42][CH2:41][C:36]1[CH:37]=[CH:38][CH:39]=[C:40]2[C:35]=1[CH:34]=[CH:33][CH:32]=[N:31]2)(=[O:18])=[O:17])[C:9]([N:11]([O:13][CH3:14])[CH3:12])=[O:10])([CH3:4])([CH3:2])[CH3:3]. Procedure: 3-(4-Acetylamino-2-hydroxy-benzenesulfonylamino)-N-methoxy-N-methyl-succinamic acid tert-butyl ester (0.40 g, 0.9 mmol) was combined with 2-Quinolin-5-yl-ethanol (0.155 g, 0.9 mmol) and triphenyl phosphine (355 mg, 1.3 mmol) in 15 mL THF. The solution was cooled to 0° C. DEAD (0.21 mL, 1.3 mmol) was added. The reaction was slowly warmed to room temperature, and stirred overnight. The reaction mixture was concentrated in vacuo. The crude product was chromatorgraphed using 1:1 ethyl acetate/hexane... Reactants: Cl (HCl), C(C1=CC=CC=C1)N1C(COC(C1)(CCOS(=O)(=O)C)C1=CC(=C(C=C1)Cl)Cl)=O (4-Benzyl-6-(3,4-dichlorophenyl)-6-[2-(methanesulfonyloxy)ethyl]morpholin-3-one), C1(=CC=CC=C1)S(=O)(=O)O.C1(=CC=CC=C1)C1(CCNCC1)NC(=O)N1CCCC1 (4-phenyl-4-(pyrrolidin-1-ylcarbonylamino)piperidine benzenesulfonate), C(=O)([O-])[O-].[K+].[K+] (K2CO3). The solvent is O (water), CCOCC (ether), CN(C)C=O (DMF), C(Cl)Cl (DCM). The product is O.Cl.C(C1=CC=CC=C1)N1C(COC(C1)(CCN1CCC(CC1)(NC(=O)N1CCCC1)C1=CC=CC=C1)C1=CC(=C(C=C1)Cl)Cl)=O (4-Benzyl-6-(3,4-dichlorophenyl)-6-[2-[4-phenyl-4-(pyrrolidin-1-ylcarbonylamino)piperid-1-yl]ethyl]-morpholin-3-one hydrochloride monohydrate). The yield is 65.2%. As a reaction SMILES: [CH2:1]([N:8]1[CH2:13][C:12]([C:21]2[CH:26]=[CH:25][C:24]([Cl:27])=[C:23]([Cl:28])[CH:22]=2)([CH2:14][CH2:15]OS(C)(=O)=O)[O:11][CH2:10][C:9]1=[O:29])[C:2]1[CH:7]=[CH:6][CH:5]=[CH:4][CH:3]=1.C1(S(O)(=O)=O)C=CC=CC=1.[C:40]1([C:46]2([NH:52][C:53]([N:55]3[CH2:59][CH2:58][CH2:57][CH2:56]3)=[O:54])[CH2:51][CH2:50][NH:49][CH2:48][CH2:47]2)[CH:45]=[CH:44][CH:43]=[CH:42][CH:41]=1.C([O-])([O-])=O.[K+].[K+].Cl>CN(C=O)C.C(Cl)Cl.CCOCC.O>[OH2:11].[ClH:27].[CH2:1]([N:8]1[CH2:13][C:12]([C:21]2[CH:26]=[CH:25][C:24]([Cl:27])=[C:23]([Cl:28])[CH:22]=2)([CH2:14][CH2:15][N:49]2[CH2:50][CH2:51][C:46]([C:40]3[CH:41]=[CH:42][CH:43]=[CH:44][CH:45]=3)([NH:52][C:53]([N:55]3[CH2:56][CH2:57][CH2:58][CH2:59]3)=[O:54])[CH2:47][CH2:48]2)[O:11][CH2:10][C:9]1=[O:29])[C:2]1[CH:7]=[CH:6][CH:5]=[CH:4][CH:3]=1 |f:1.2,3.4.5,11.12.13|. Procedure: A mixture of 1.1 g of the compound obtained in step B of EXAMPLE 14, 1.2 g of 4-phenyl-4-(pyrrolidin-1-ylcarbonylamino)piperidine benzenesulfonate and 0.95 g of K2CO3 in 3 ml of DMF is heated at 80°-100° C. for 3 hours. After cooling to RT, the reaction mixture is poured into water and the precipitate formed is wrung, washed with water and dried under vaccum. The precipitate is chromatographed on silica H using a DCM/MeOH mixture (from 100/2; v/v to 100/3; v/v) as the eluent. The product obtaine... The reactants are Brc1cccc(CN2CCN3CCC2CC3)n1, O=C([O-])[O-], C1CCOC1, CCO, [K+], [K+], O, OB(O)c1ccccc1, c1ccc(P(c2ccccc2)(c2ccccc2)[Pd](P(c2ccccc2)(c2ccccc2)c2ccccc2)(P(c2ccccc2)(c2ccccc2)c2ccccc2)P(c2ccccc2)(c2ccccc2)c2ccccc2)cc1. Product: c1ccc(-c2cccc(CN3CCN4CCC3CC4)n2)cc1. RXN SMILES: [Br:1][c:2]1[cH:3][cH:4][cH:5][c:6]([CH2:8][N:9]2[CH2:10][CH2:11][N:12]3[CH2:13][CH2:14][CH:15]2[CH2:16][CH2:17]3)[n:7]1.[C:32](=[O:33])([O-:34])[O-:35].[CH2:18]1[O:19][CH2:20][CH2:21][CH2:22]1.[CH3:116][CH2:117][OH:118].[K+:36].[K+:37].[OH2:115].[OH:23][B:24]([OH:25])[c:26]1[cH:27][cH:28][cH:29][cH:30][cH:31]1.[cH:38]1[cH:39][cH:40][c:41]([P:42]([Pd:43]([P:44]([c:45]2[cH:46][cH:47][cH:48][cH:49][cH:50]2)([c:51]2[cH:52][cH:53][cH:54][cH:55][cH:56]2)[c:57]2[cH:58][cH:59][cH:60][cH:61][cH:62]2)([P:63]([c:64]2[cH:65][cH:66][cH:67][cH:68][cH:69]2)([c:70]2[cH:71][cH:72][cH:73][cH:74][cH:75]2)[c:76]2[cH:77][cH:78][cH:79][cH:80][cH:81]2)[P:82]([c:83]2[cH:84][cH:85][cH:86][cH:87][cH:88]2)([c:89]2[cH:90][cH:91][cH:92][cH:93][cH:94]2)[c:95]2[cH:96][cH:97][cH:98][cH:99][cH:100]2)([c:101]2[cH:102][cH:103][cH:104][cH:105][cH:106]2)[c:107]2[cH:108][cH:109][cH:110][cH:111][cH:112]2)[cH:113][cH:114]1>>[c:2]1(-[c:26]2[cH:27][cH:28][cH:29][cH:30][cH:31]2)[cH:3][cH:4][cH:5][c:6]([CH2:8][N:9]2[CH2:10][CH2:11][N:12]3[CH2:13][CH2:14][CH:15]2[CH2:16][CH2:17]3)[n:7]1.